From a dataset of the Open Reaction Database (ORD), a public repository of structured organic reaction records. describe an organic reaction: reactants, conditions, products, and yield Starting materials: ClC1=CC=C(C=C1)[N+](=O)[O-] (1-chloro-4-nitrobenzene), CNCCC12CCCN2CCC1 (5-(2-methylaminoethyl)-1-azabicyclo[3.3.0]octane). The product is N12CCCC2(CCC1)CCN(C1=CC=C(C=C1)[N+](=O)[O-])C (N-[2-(1-Azabicyclo[3.3.0]octan-5-yl)ethyl]-N-methyl-4-nitroaniline), solids. Yield: 62.4%. Reaction SMILES: Cl[C:2]1[CH:7]=[CH:6][C:5]([N+:8]([O-:10])=[O:9])=[CH:4][CH:3]=1.[CH3:11][NH:12][CH2:13][CH2:14][C:15]12[CH2:22][CH2:21][CH2:20][N:19]1[CH2:18][CH2:17][CH2:16]2>>[N:19]12[CH2:20][CH2:21][CH2:22][C:15]1([CH2:14][CH2:13][N:12]([CH3:11])[C:2]1[CH:7]=[CH:6][C:5]([N+:8]([O-:10])=[O:9])=[CH:4][CH:3]=1)[CH2:16][CH2:17][CH2:18]2. Procedure: The procedures described in Example 12 were repeated except that 1-chloro-4-nitrobenzene (1.87 g, 11.9 mmol) and 5-(2-methylaminoethyl)-1-azabicyclo[3.3.0]octane (4.00 g, 23.8 mmol) were employed. In this case, the desired compound was obtained as yellow solids (2.15 g, 62.4%). Starting materials: COCC(=O)O (methoxyacetic acid), COCC(=O)Cl (methoxyacetyl chloride), C[N+](C)(C)CC(CC(=O)[O-])O (carnitine chloride). The solvent is C(C)#N (acetonitrile). Conditions: temperature 30 celsius, time 2 hour. Yields the product C(C)(=O)C(O)(C[N+](C)(C)C)CC([O-])=O.[Cl-] (acetyl carnitine chloride). The yield is 83.8%. Reaction SMILES: C[O:2][CH2:3][C:4](O)=O.COCC([Cl:12])=O.[CH3:13][N+:14]([CH2:17][CH:18]([OH:23])[CH2:19][C:20]([O-:22])=[O:21])([CH3:16])[CH3:15]>C(#N)C>[C:3]([C:18]([CH2:19][C:20](=[O:22])[O-:21])([CH2:17][N+:14]([CH3:15])([CH3:16])[CH3:13])[OH:23])(=[O:2])[CH3:4].[Cl-:12] |f:4.5|. Procedure details: A mixture of methoxyacetic acid (3 ml; 0.04 moles) and methoxyacetyl chloride (3 ml; 0.03 moles) was kept under stirring at 30° C. for 2 hours. To this mixture carnitine chloride (4 g; 0.02 moles) which had been previously dried was added. The resulting mixture was brought to 40° C. and kept under stirring for seven days. The mixture was then taken up with acetonitrile and the unreacted carnitine chloride was filtered off. Upon addition of tert-butyl methyl ether an oil precipitated. The oil pre...